The task is: describe an organic reaction: reactants, conditions, products, and yield. This data is from the Open Reaction Database (ORD), a public repository of structured organic reaction records. Reactants: C12CCC(CC1)N2C(C(C)(C)C=2C=C1C(=C(NC1=CC2)C2=CC(=CC(=C2)C)C)[C@@H](CN2CCC(CC2)=O)C)=O ((S)-1-{2-[5-[2-(7-aza-bicyclo[2.2.1]hept-7-yl)-1,1-dimethyl-2-oxo-ethyl]-2-(3,5-dimethylphenyl)-1H-indol-3-yl]-propyl}-piperidin-4-one), [BH4-].[Na+] (sodium borohydride). Conditions: time 4 hour. The product is C12CCC(CC1)N2C(C(C)(C)C=2C=C1C(=C(NC1=CC2)C2=CC(=CC(=C2)C)C)[C@@H](CN2CCC(CC2)O)C)=O ((S)-1-(7-aza-bicyclo[2.2.1]hept-7-yl)-2-{2-(3,5-dimethylphenyl)-3-[2-(4-hydroxypiperidin-1-yl)-1-methylethyl]-1H-indol-5-yl}-2-methylpropan-1-one). The yield is 93.0%. Reaction SMILES: [CH:1]12[N:7]([C:8](=[O:39])[C:9]([C:12]3[CH:13]=[C:14]4[C:18](=[CH:19][CH:20]=3)[NH:17][C:16]([C:21]3[CH:26]=[C:25]([CH3:27])[CH:24]=[C:23]([CH3:28])[CH:22]=3)=[C:15]4[C@H:29]([CH3:38])[CH2:30][N:31]3[CH2:36][CH2:35][C:34](=[O:37])[CH2:33][CH2:32]3)([CH3:11])[CH3:10])[CH:4]([CH2:5][CH2:6]1)[CH2:3][CH2:2]2.[BH4-].[Na+]>>[CH:4]12[N:7]([C:8](=[O:39])[C:9]([C:12]3[CH:13]=[C:14]4[C:18](=[CH:19][CH:20]=3)[NH:17][C:16]([C:21]3[CH:22]=[C:23]([CH3:28])[CH:24]=[C:25]([CH3:27])[CH:26]=3)=[C:15]4[C@H:29]([CH3:38])[CH2:30][N:31]3[CH2:36][CH2:35][CH:34]([OH:37])[CH2:33][CH2:32]3)([CH3:11])[CH3:10])[CH:1]([CH2:2][CH2:3]1)[CH2:6][CH2:5]2 |f:1.2|. Procedure: To a solution of (S)-1-{2-[5-[2-(7-aza-bicyclo[2.2.1]hept-7-yl)-1,1-dimethyl-2-oxo-ethyl]-2-(3,5-dimethylphenyl)-1H-indol-3-yl]-propyl}-piperidin-4-one (15 mg in 0.10 mL dry methanol) at 0° C. was added a solution of sodium borohydride (1 mg in 0.15 mL methanol) and the mixture stirred at low temperature. After 4 hours, the solvent was removed in vacuo and the residue purified by flash chromatography on silica gel (methylene chloride:methanol, 9:1) to give the title compound (14 mg).